Task: describe an organic reaction: reactants, conditions, products, and yield. Dataset: the Open Reaction Database (ORD), a public repository of structured organic reaction records Starting materials: CNC(=O)C1=CC=C(C=CC(=O)OC)C=C1 (methyl 4-(methylcarbamoyl)cinnamate), [OH-].[Na+] (sodium hydroxide), Cl (Hydrochloric acid). Run in CO (methanol). Reaction conditions: time 3 hour. Yields the product CNC(=O)C1=CC=C(C=CC(=O)O)C=C1 (4-(methylcarbamoyl)cinnamic acid). Yield: 79.8%. As a reaction SMILES: [CH3:1][NH:2][C:3]([C:5]1[CH:16]=[CH:15][C:8]([CH:9]=[CH:10][C:11]([O:13]C)=[O:12])=[CH:7][CH:6]=1)=[O:4].[OH-].[Na+].Cl>CO>[CH3:1][NH:2][C:3]([C:5]1[CH:16]=[CH:15][C:8]([CH:9]=[CH:10][C:11]([OH:13])=[O:12])=[CH:7][CH:6]=1)=[O:4] |f:1.2|. Procedure: To a solution of methyl 4-(methylcarbamoyl)cinnamate (75 mg) in methanol (3 ml) was added 1 N aqueous sodium hydroxide solution (0.5 ml) at 40° C. The mixture was stirred at same temperature for 3 hours. 1 N-Hydrochloric acid (0.5 ml) was added to the reaction mixture and evaporated in vacuo. Water was added to the residue, the mixture was filtered and the residue was washed with diethyl ether to give 4-(methylcarbamoyl)cinnamic acid (56 mg) as a colorless powder. Reactants: NC1=C2C(C(=CN(C2=C(C(=C1F)F)C)C1CC1)C(=O)OCC)=O (ethyl 5-amino-1-cyclopropyl-6,7-difluoro-1,4-dihydro-8-methyl-4-oxoquinoline-3-carboxylate), Cl (hydrochloric acid). Solvent: C(C)(=O)O (acetic acid). Yields the product NC1=C2C(C(=CN(C2=C(C(=C1F)F)C)C1CC1)C(=O)O)=O (5-Amino-1-cyclopropyl-6,7-difluoro-1,4-dihydro-8-methyl-4-oxoquinoline-3-carboxlic acid). Isolated yield 87.3%. Reaction SMILES: [NH2:1][C:2]1[C:11]([F:12])=[C:10]([F:13])[C:9]([CH3:14])=[C:8]2[C:3]=1[C:4](=[O:23])[C:5]([C:18]([O:20]CC)=[O:19])=[CH:6][N:7]2[CH:15]1[CH2:17][CH2:16]1.Cl>C(O)(=O)C>[NH2:1][C:2]1[C:11]([F:12])=[C:10]([F:13])[C:9]([CH3:14])=[C:8]2[C:3]=1[C:4](=[O:23])[C:5]([C:18]([OH:20])=[O:19])=[CH:6][N:7]2[CH:15]1[CH2:17][CH2:16]1. Procedure: A mixture of 14.8 g of ethyl 5-amino-1-cyclopropyl-6,7-difluoro-1,4-dihydro-8-methyl-4-oxoquinoline-3-carboxylate, 150 ml of 90% acetic acid, and 37.2 ml of conc. hydrochloric acid was heated under reflux for 2 hours. The crystals precipitated were collected by filtration and washed with water to give 11.8 g of yellow crystals. The crystals were recrystallized from N,N-dimethylformamide to give yellow crystals, m.p. 290.5° C. (decomp.). The reactants are teflon, CC1=CC2=C(N(CCC(C2=O)C(=O)OCC)C(=O)OC(C)(C)C)C(=C1)C (tert-butyl 4-ethyl 7,9-dimethyl-5-oxo-2,3,4,5-tetrahydro-1H-benzo[b]azepine-1,4-dicarboxylate), CC1=CC2=C(N(CCC(C2=O)C(=O)OC)C(=O)OC(C)(C)C)C(=C1)C (tert-butyl 4-methyl 7,9-dimethyl-5-oxo-2,3,4,5-tetrahydro-1H-benzo[b]azepine-1,4-dicarboxylate), Cl (HCl), N#N (N2). The solvent is CC(C)O (IPA). Run at temperature 50 celsius, time 1 hour. Product: Cl.CC1=CC2=C(NCCCC2=O)C(=C1)C (7,9-Dimethyl-3,4-dihydro-1H-benzo[b]azepin-5(2H)-one hydrochloride). RXN SMILES: [CH3:1][C:2]1[CH:25]=[C:24]([CH3:26])[C:5]2[N:6](C(OC(C)(C)C)=O)[CH2:7][CH2:8][CH:9](C(OCC)=O)[C:10](=[O:11])[C:4]=2[CH:3]=1.CC1C=C(C)C2N(C(OC(C)(C)C)=O)CCC(C(OC)=O)C(=O)C=2C=1.[ClH:52].N#N>CC(O)C>[ClH:52].[CH3:1][C:2]1[CH:25]=[C:24]([CH3:26])[C:5]2[NH:6][CH2:7][CH2:8][CH2:9][C:10](=[O:11])[C:4]=2[CH:3]=1 |f:5.6|. Procedure details: Charge a 5 L flask equipped, with an overhead stirrer, heating mantle, thermocouple, nitrogen purge and a teflon transfer line, with the mixture of tert-butyl 4-ethyl 7,9-dimethyl-5-oxo-2,3,4,5-tetrahydro-1H-benzo[b]azepine-1,4-dicarboxylate and tert-butyl 4-methyl 7,9-dimethyl-5-oxo-2,3,4,5-tetrahydro-1H-benzo[b]azepine-1,4-dicarboxylate (1286 g, 3.56 moles) dissolved in IPA (2 L) and heat the resulting mixture to 50° C. In a separate 12 L flask, equipped with an overhead stirrer, heating mantl...